Task: describe an organic reaction: reactants, conditions, products, and yield. Dataset: the Open Reaction Database (ORD), a public repository of structured organic reaction records The reactants are Oc1ccc2c(-c3ccc(Br)cc3)csc2c1, BrCCCCBr, CC(C)=O, [K+], [K+], O=C([O-])[O-]. The product is BrCCCCOc1ccc2c(-c3ccc(Br)cc3)csc2c1. As a reaction SMILES: [Br:1][c:2]1[cH:3][cH:4][c:5](-[c:8]2[c:9]3[c:10]([s:11][cH:12]2)[cH:13][c:14]([OH:17])[cH:15][cH:16]3)[cH:6][cH:7]1.[Br:24][CH2:25][CH2:26][CH2:27][CH2:28][Br:29].[CH3:30][C:31](=[O:32])[CH3:33].[K+:18].[K+:19].[O-:20][C:21]([O-:22])=[O:23]>>[Br:1][c:2]1[cH:3][cH:4][c:5](-[c:8]2[c:9]3[c:10]([s:11][cH:12]2)[cH:13][c:14]([O:17][CH2:28][CH2:27][CH2:26][CH2:25][Br:24])[cH:15][cH:16]3)[cH:6][cH:7]1. Starting materials: C(C1=CC=CC=C1)N1CCC(CC1)=O (1-Benzyl-4-piperidinone), CC1=C(C=C(C=C1)C)[Mg]Br (2,5-dimethylphenylmagnesium bromide). The solvent is C1CCOC1 (THF). Reaction conditions: temperature 0 celsius, time 10 minute. Product: C(C1=CC=CC=C1)N1CCC(CC1)(O)C1=C(C=CC(=C1)C)C (1-benzyl-4-(2,5-dimethyl-phenyl)-piperidin-4-ol). As a reaction SMILES: [CH2:1]([N:8]1[CH2:13][CH2:12][C:11](=[O:14])[CH2:10][CH2:9]1)[C:2]1[CH:7]=[CH:6][CH:5]=[CH:4][CH:3]=1.[CH3:15][C:16]1[CH:21]=[CH:20][C:19]([CH3:22])=[CH:18][C:17]=1[Mg]Br>C1COCC1>[CH2:1]([N:8]1[CH2:13][CH2:12][C:11]([C:17]2[CH:18]=[C:19]([CH3:22])[CH:20]=[CH:21][C:16]=2[CH3:15])([OH:14])[CH2:10][CH2:9]1)[C:2]1[CH:3]=[CH:4][CH:5]=[CH:6][CH:7]=1. Reported procedure: 1-Benzyl-4-piperidinone (946 mg, 5 mmol) was added to 5 mL anhydrous THF and cooled to 0° C. under nitrogen. 10 mL of 2,5-dimethylphenylmagnesium bromide (0.5 M solution in THF) was added drop-wise. The reaction was stirred at 0° C. for 10 minutes, then allowed to warm to room temperature and stirred for 1 h. The reaction was concentrated, and brought back up in methanol/H2O/acetic acid (1:1:0.5). The solution was filtered and purified by reverse-phase HPLC (2-99% CH3CN/0.085% TFA) to yield 1-be... Starting materials: c1ccc2c(c1)CCNC2, CN(C)C=O, CCOC(C)=O, O=[N+]([O-])c1cnccc1Cl, [H-], [Na+], O. The product is O=[N+]([O-])c1cnccc1N1CCc2ccccc2C1. As a reaction SMILES: [CH2:3]1[NH:4][CH2:5][CH2:6][c:7]2[cH:8][cH:9][cH:10][cH:11][c:12]21.[CH3:23][N:24]([CH3:25])[CH:26]=[O:27].[CH3:29][CH2:30][O:31][C:32](=[O:33])[CH3:34].[Cl:13][c:14]1[c:15]([N+:20](=[O:21])[O-:22])[cH:16][n:17][cH:18][cH:19]1.[H-:1].[Na+:2].[OH2:28]>>[CH2:3]1[N:4]([c:14]2[c:15]([N+:20](=[O:21])[O-:22])[cH:16][n:17][cH:18][cH:19]2)[CH2:5][CH2:6][c:7]2[cH:8][cH:9][cH:10][cH:11][c:12]21. Starting materials: ClC1=CC2=C(SC3=C(C=C2SCCN(C(=O)OC2=CC=CC=C2)C)C=CC=C3)C=C1 (2-chloro-11-[β-(N-methyl-N-phenoxycarbonylamino)ethylthio]dibenzo[b,f]thiepin), [OH-].[K+] (potassium hydroxide), Cl (hydrogen chloride), ice water. The solvent is C(CO)O (ethylene glycol). Product: Cl.ClC1=CC2=C(SC3=C(C=C2SCCNC)C=CC=C3)C=C1 (2-chloro-11-[β-(methylamino)ethylthio]dibenzo[b,f]thiepin hydrochloride). As a reaction SMILES: [Cl:1][C:2]1[CH:30]=[CH:29][C:5]2[S:6][C:7]3[CH:28]=[CH:27][CH:26]=[CH:25][C:8]=3[CH:9]=[C:10]([S:11][CH2:12][CH2:13][N:14](C)[C:15](OC3C=CC=CC=3)=O)[C:4]=2[CH:3]=1.[OH-].[K+].Cl>C(O)CO>[ClH:1].[Cl:1][C:2]1[CH:30]=[CH:29][C:5]2[S:6][C:7]3[CH:28]=[CH:27][CH:26]=[CH:25][C:8]=3[CH:9]=[C:10]([S:11][CH2:12][CH2:13][NH:14][CH3:15])[C:4]=2[CH:3]=1 |f:1.2,5.6|. Procedure details: A solution of 5.6 g of 2-chloro-11-[β-(N-methyl-N-phenoxycarbonylamino)ethylthio]dibenzo[b,f]thiepin, Example 6, 127 ml of ethylene glycol and 10.8 g of potassium hydroxide is stirred at 150°-155° C. for 30 minutes. Thereafter the reaction mixture is poured onto 300 ml of ice-water and the aqueous mixture is extracted with an ether-toluene (1:1) mixture. The combined extracts, successively, are washed well with water, dried and filtered and the filtrate evaporated leaving an orange oil. The oil ...